Dataset: the Open Reaction Database (ORD), a public repository of structured organic reaction records. Task: describe an organic reaction: reactants, conditions, products, and yield The reactants are C=CC(=O)OCC, CCC#N, CCN(C(C)C)C(C)C, Cc1cc(N)ncc1Br, CC(=O)[O-], CC(=O)[O-], [Pd+2], Cc1ccccc1P(c1ccccc1C)c1ccccc1C. As a reaction SMILES: [C:10]([CH:11]=[CH2:12])(=[O:13])[O:14][CH2:15][CH3:16].[C:48](#[N:49])[CH2:50][CH3:51].[CH:17]([N:18]([CH2:19][CH3:20])[CH:21]([CH3:22])[CH3:23])([CH3:24])[CH3:25].[NH2:1][c:2]1[n:3][cH:4][c:5]([Br:9])[c:6]([CH3:8])[cH:7]1.[O-:53][C:54]([CH3:55])=[O:56].[O-:57][C:58]([CH3:59])=[O:60].[Pd+2:52].[c:26]1([CH3:27])[cH:28][cH:29][cH:30][cH:31][c:32]1[P:33]([c:34]1[cH:35][cH:36][cH:37][cH:38][c:39]1[CH3:40])[c:41]1[cH:42][cH:43][cH:44][cH:45][c:46]1[CH3:47]>>[NH2:1][c:2]1[n:3][cH:4][c:5]([CH:12]=[CH:11][C:10](=[O:13])[O:14][CH2:15][CH3:16])[c:6]([CH3:8])[cH:7]1. The product is CCOC(=O)C=Cc1cnc(N)cc1C. Starting materials: CC(=O)C.OS(=O)(=O)O.O=[Cr](=O)=O (Jones reagent), compound V, CCCCC[C@@H](/C=C/[C@H]1[C@@H](C[C@@H]([C@@H]1CC(=O)CCCCC(=O)O)O)O)O (6-keto-PGF1α), O1C(CCCC1)OC1OCCCC1 (bis(tetrahyropyranyl)ether), methyl ester, formula IV. Run in CC(=O)C (acetone). Reaction conditions: time 1.5 hour. The product is CCCCC[C@@H](/C=C/[C@H]1[C@@H](CC(=O)[C@@H]1CC(=O)CCCCC(=O)O)O)O (6-keto-PGE1), O1C(CCCC1)OC1OCCCC1 (bis(tetrahydropyranyl)ether), methyl ester. Reaction SMILES: [CH3:1][CH2:2][CH2:3][CH2:4][CH2:5][C@H:6]([OH:26])/[CH:7]=[CH:8]/[C@@H:9]1[C@@H:13]([CH2:14][C:15]([CH2:17][CH2:18][CH2:19][CH2:20][C:21]([OH:23])=[O:22])=[O:16])[C@@H:12]([OH:24])[CH2:11][C@H:10]1[OH:25].[O:27]1[CH2:32][CH2:31][CH2:30][CH2:29][CH:28]1[O:33][CH:34]1[CH2:39][CH2:38][CH2:37][CH2:36][O:35]1.CC(C)=O.OS(O)(=O)=O.O=[Cr](=O)=O>CC(C)=O>[CH3:1][CH2:2][CH2:3][CH2:4][CH2:5][C@H:6]([OH:26])/[CH:7]=[CH:8]/[C@@H:9]1[C@@H:13]([CH2:14][C:15]([CH2:17][CH2:18][CH2:19][CH2:20][C:21]([OH:23])=[O:22])=[O:16])[C:12](=[O:24])[CH2:11][C@H:10]1[OH:25].[O:27]1[CH2:32][CH2:31][CH2:30][CH2:29][CH:28]1[O:33][CH:34]1[CH2:39][CH2:38][CH2:37][CH2:36][O:35]1 |f:2.3.4|. Procedure: The reaction product from part A, containing 6-keto-PGF1α, bis(tetrahyropyranyl)ether, methyl ester corresponding to formula IV, is oxidized to compound V. A composite from several lots, weighing 0.93 g., in 20 ml. of acetone is treated at -10° C. with 2.0 ml. of Jones reagent. After stirring for 1.5 hr. the reaction mixture is quenched with isopropanol and extracted with diethyl ether. The extract is washed with brine, dried, and concentrated. The residue is subjected to silica gel chromatograp... Reactants: ClC1=NC(=NC(=C1)NCCC1=C(C=C(C=C1)Cl)Cl)C=O (4-chloro-6-[2-(2,4-dichloro-phenyl)-ethylamino]-pyrimidine-2-carbaldehyde), [BH4-].[Na+] (sodium borohydride), O (Water). The solvent is CO (MeOH). Run at time 4 hour. Product: ClC1=NC(=NC(=C1)NCCC1=C(C=C(C=C1)Cl)Cl)CO ({4-chloro-6-[2-(2,4-dichloro-phenyl)-ethylamino]-pyrimidin-2-yl}-methanol). The yield is 95.9%. Reaction SMILES: [Cl:1][C:2]1[CH:7]=[C:6]([NH:8][CH2:9][CH2:10][C:11]2[CH:16]=[CH:15][C:14]([Cl:17])=[CH:13][C:12]=2[Cl:18])[N:5]=[C:4]([CH:19]=[O:20])[N:3]=1.[BH4-].[Na+].O>CO>[Cl:1][C:2]1[CH:7]=[C:6]([NH:8][CH2:9][CH2:10][C:11]2[CH:16]=[CH:15][C:14]([Cl:17])=[CH:13][C:12]=2[Cl:18])[N:5]=[C:4]([CH2:19][OH:20])[N:3]=1 |f:1.2|. Procedure: To a solution of 4-chloro-6-[2-(2,4-dichloro-phenyl)-ethylamino]-pyrimidine-2-carbaldehyde (70 mg, 0.21 mmol) in MeOH (4 mL) is added sodium borohydride (24 mg, 0.63 mmol). The mixture is stirred for 4 hours at ambient temperature. Water (20 mL) is added and the mixture is extracted thrice with ethyl acetate (25 mL). The organic extracts are combined and dried over magnesium sulfate, filtered and concentrated to afford {4-chloro-6-[2-(2,4-dichloro-phenyl)-ethylamino]-pyrimidin-2-yl}-methanol (67... Starting materials: resultant mixture, B.C1CCOC1 (borane THF), BrC=1C=C2C(NC(C2=CC1)=O)=O (5-bromoisoindole-1,3-dione), CO (methanol), Cl (hydrochloric acid). Solvent: O (water), C1CCOC1 (THF). Run at temperature 22 celsius, time 2 hour. Yields the product BrC=1C=C2CNCC2=CC1 (5-bromo-2,3-dihydro-1H-isoindole). Reaction SMILES: B.C1COCC1.[Br:7][C:8]1[CH:9]=[C:10]2[C:14](=[CH:15][CH:16]=1)[C:13](=O)[NH:12][C:11]2=O.CO.Cl>C1COCC1.O>[Br:7][C:8]1[CH:9]=[C:10]2[C:14](=[CH:15][CH:16]=1)[CH2:13][NH:12][CH2:11]2 |f:0.1|. Procedure details: 564.2 ml of a 1M borane/THF solution are added dropwise to 42.5 g (188 mmol) of 5-bromoisoindole-1,3-dione in 300 ml of THF (dry) at −5° C. over a period of 60 min. The mixture is subsequently stirred for 2 h at 22° C. and then for 16 h at 80° C. The mixture is then cooled to 0° C., before 200 ml of methanol (exothermic!) and 200 ml of 2M hydrochloric acid are slowly added. The resultant mixture is stirred for 3 h at 80° C., cooled to 22° C., and 100 ml of water are added. The aqueous solution i... Reactants: BrCc1ccccc1, CN(C)C=C1C(=O)Nc2ccccc21, [H-], [Na+], CN(C)C=O. The product is CN(C)C=C1C(=O)N(Cc2ccccc2)c2ccccc21. As a reaction SMILES: [Br:17][CH2:18][c:19]1[cH:20][cH:21][cH:22][cH:23][cH:24]1.[CH3:1][N:2]([CH3:3])[CH:4]=[C:5]1[C:6](=[O:14])[NH:7][c:8]2[cH:9][cH:10][cH:11][cH:12][c:13]21.[H-:16].[Na+:15].[O:25]=[CH:26][N:27]([CH3:28])[CH3:29]>>[CH3:1][N:2]([CH3:3])[CH:4]=[C:5]1[C:6](=[O:14])[N:7]([CH2:18][c:19]2[cH:20][cH:21][cH:22][cH:23][cH:24]2)[c:8]2[cH:9][cH:10][cH:11][cH:12][c:13]21.